From a dataset of the Open Reaction Database (ORD), a public repository of structured organic reaction records. describe an organic reaction: reactants, conditions, products, and yield The reactants are CC(=O)OCC(C)(C)CBr, CS(C)=O, ClC(Cl)Cl, [K+], [OH-], O, c1cncc(-c2c[nH]cn2)c1. The product is CC(=O)OCC(C)(C)Cn1cnc(-c2cccnc2)c1. As a reaction SMILES: [C:14]([CH3:15])(=[O:16])[O:17][CH2:18][C:19]([CH2:20][Br:21])([CH3:22])[CH3:23].[CH3:25][S:26]([CH3:27])=[O:28].[Cl:29][CH:30]([Cl:31])[Cl:32].[K+:13].[OH-:12].[OH2:24].[n:1]1[cH:2][c:3](-[c:7]2[n:8][cH:9][nH:10][cH:11]2)[cH:4][cH:5][cH:6]1>>[n:1]1[cH:2][c:3](-[c:7]2[n:8][cH:9][n:10]([CH2:20][C:19]([CH2:18][O:17][C:14]([CH3:15])=[O:16])([CH3:22])[CH3:23])[cH:11]2)[cH:4][cH:5][cH:6]1. Reactants: OC=1C2=C(N=CN1)C(=CC=N2)C(=O)N (4-hydroxypyrido[3,2-d]pyrimidine-8-carboxamide), Cl.N[C@H](CN(S(=O)(=O)C1=CC=C(C=C1)[N+](=O)[O-])C)C1=CC(=CC(=C1)C(F)(F)F)F (N—[(S)-2-Amino-2-(3-fluoro-5-trifluoromethyl-phenyl)-ethyl]-N-methyl-4-nitro-benzenesulfonamide hydrochloride). Yields the product FC=1C=C(C=C(C1)C(F)(F)F)[C@@H](CNC)NC=1C2=C(N=CN1)C(=CC=N2)C(=O)N (4-[(S)-1-(3-Fluoro-5-trifluoromethyl-phenyl)-2-methylamino-ethylamino]-pyrido[3,2-d]pyrimidine-8-carboxylic acid amide). RXN SMILES: O[C:2]1[C:3]2[N:11]=[CH:10][CH:9]=[C:8]([C:12]([NH2:14])=[O:13])[C:4]=2[N:5]=[CH:6][N:7]=1.Cl.[NH2:16][C@@H:17]([C:33]1[CH:38]=[C:37]([C:39]([F:42])([F:41])[F:40])[CH:36]=[C:35]([F:43])[CH:34]=1)[CH2:18][N:19]([CH3:32])S(C1C=CC([N+]([O-])=O)=CC=1)(=O)=O>>[F:43][C:35]1[CH:34]=[C:33]([C@H:17]([NH:16][C:2]2[C:3]3[N:11]=[CH:10][CH:9]=[C:8]([C:12]([NH2:14])=[O:13])[C:4]=3[N:5]=[CH:6][N:7]=2)[CH2:18][NH:19][CH3:32])[CH:38]=[C:37]([C:39]([F:42])([F:41])[F:40])[CH:36]=1 |f:1.2|. Procedure: Compound 35 was prepared following general synthesis scheme 8 wherein 4-hydroxypyrido[3,2-d]pyrimidine-8-carboxamide (G) was reacted with N—[(S)-2-Amino-2-(3-fluoro-5-trifluoromethyl-phenyl)-ethyl]-N-methyl-4-nitro-benzenesulfonamide hydrochloride to give the title compound as a white solid. LC/MS [409 (M+H)]; 1H NMR (400 MHz, DMSO-d6) δ 9.92 (s, 1H), 9.25 (s, 1H), 9.01 (d, J=4.5 Hz, 1H), 8.55 (s, 1H), 8.38 (d, J=4.5 Hz, 1H), 8.16 (s, 1H), 7.74 (s, 1H), 7.67 (d, J=9.3 Hz, 1H), 7.53 (d, J=8.7 Hz,... Starting materials: BrC1=C(C=CC=C1)COC1=C(C=CC(=C1)C)C (1-bromo-2-(2,5-dimethylphenoxymethyl)benzene), CC1=NOC(=C1)C(=O)Cl (3-methylisoxazol-5-carbonyl chloride), [Cl-].[NH4+] (ammonium chloride), BrCC (bromoethane), [Mg] (magnesium). The solvent is C1CCOC1 (THF), C1CCOC1 (THF), C1CCOC1 (THF). Reaction conditions: temperature 50 celsius, time 10 minute. The product is CC1=NOC(=C1)C(=O)C1=C(C=CC=C1)COC1=C(C=CC(=C1)C)C (2-(2,5-dimethylphenoxymethyl)phenyl 3-methylisoxazol-5-yl ketone). Isolated yield 17.4%. As a reaction SMILES: BrCC.[Mg].Br[C:6]1[CH:11]=[CH:10][CH:9]=[CH:8][C:7]=1[CH2:12][O:13][C:14]1[CH:19]=[C:18]([CH3:20])[CH:17]=[CH:16][C:15]=1[CH3:21].[CH3:22][C:23]1[CH:27]=[C:26]([C:28](Cl)=[O:29])[O:25][N:24]=1.[Cl-].[NH4+]>C1COCC1>[CH3:22][C:23]1[CH:27]=[C:26]([C:28]([C:6]2[CH:11]=[CH:10][CH:9]=[CH:8][C:7]=2[CH2:12][O:13][C:14]2[CH:19]=[C:18]([CH3:20])[CH:17]=[CH:16][C:15]=2[CH3:21])=[O:29])[O:25][N:24]=1 |f:4.5|. Procedure: THF (2 ml) and bromoethane (0.1 ml) were added to magnesium (0.49 g, 0.02 mol) in a stream of nitrogen, and the mixture was stirred at 50° C. for 10 minutes. Then, a mixture of 1-bromo-2-(2,5-dimethylphenoxymethyl)benzene (2.91 g, 0.01 mol) and THF (8 ml) was added at 50 to 60° C. over 30 minutes, and the mixture was stirred at 50 to 60° C. for 1 hour. After completion of the reaction, the reaction mixture was added to a mixture of 3-methylisoxazol-5-carbonyl chloride (1.45 g, 0.01 mol) and THF ... Starting materials: C(CCCC)C1=CC=C(C=C1)C1=C(C(=NN1C)C(C)=O)O (1-[5-(4-n-Pentylphenyl)-1-methyl-4-hydroxy-1H-pyrazol-3-yl]ethanone), N(N)C(=S)NC1=CC=C(C(=O)O)C=C1 (4-hydrazinocarbonothioylaminobenzoic acid), CN(C=O)C (dimethylformamide). Reagents/catalysts: Cl (hydrochloric acid). The solvent is O (water). Yields the product C(CCCC)C1=CC=C(C=C1)C1=C(C(=NN1C)C(C)=NNC(=S)NC1=CC=C(C(=O)O)C=C1)O (4-{[(2-{1-[5-(4-n-pentylphenyl)-methyl-4-hydroxy-1H-pyrazol-3-yl]ethylidene}hydrazino)carbonothioyl]amino}benzoic acid). Isolated yield 75.7%. Reaction SMILES: [CH2:1]([C:6]1[CH:11]=[CH:10][C:9]([C:12]2[N:16]([CH3:17])[N:15]=[C:14]([C:18](=O)[CH3:19])[C:13]=2[OH:21])=[CH:8][CH:7]=1)[CH2:2][CH2:3][CH2:4][CH3:5].[NH:22]([C:24]([NH:26][C:27]1[CH:35]=[CH:34][C:30]([C:31]([OH:33])=[O:32])=[CH:29][CH:28]=1)=[S:25])[NH2:23].CN(C)C=O>Cl.O>[CH2:1]([C:6]1[CH:11]=[CH:10][C:9]([C:12]2[N:16]([CH3:17])[N:15]=[C:14]([C:18](=[N:23][NH:22][C:24]([NH:26][C:27]3[CH:35]=[CH:34][C:30]([C:31]([OH:33])=[O:32])=[CH:29][CH:28]=3)=[S:25])[CH3:19])[C:13]=2[OH:21])=[CH:8][CH:7]=1)[CH2:2][CH2:3][CH2:4][CH3:5]. Reported procedure: 1-[5-(4-n-Pentylphenyl)-1-methyl-4-hydroxy-1H-pyrazol-3-yl]ethanone (0.2381 mmol, HPLC purity 86.3%, 79.0 mg) and 4-hydrazinocarbonothioylaminobenzoic acid (0.2381 mmol, 50.3 mg) were stirred with dimethylformamide (3 mL) and three drops of concentrated hydrochloric acid at room temperature for 8.5 hours. After addition of water, the precipitated yellow solid was recovered by filtration, washed with water and dried by means of a vacuum pump. The resulting solid was stirred with chloroform/n-hexa... Starting materials: O=C1C=CC=CC1, CC(C)(C)C(CS)CS, CC1(C(Cl)(Cl)Cl)CCC(=O)CC1, CO, O=CO, O. Product: CC(C)(C)C1CSC2(CCC(C)(C(Cl)(Cl)Cl)CC2)SC1. As a reaction SMILES: [C:13]1(=[O:14])[CH2:15][CH:16]=[CH:17][CH:18]=[CH:19]1.[C:20]([CH3:21])([CH3:22])([CH3:23])[CH:24]([CH2:25][SH:26])[CH2:27][SH:28].[CH3:1][C:2]1([C:9]([Cl:10])([Cl:11])[Cl:12])[CH2:3][CH2:4][C:5](=[O:8])[CH2:6][CH2:7]1.[CH3:29][OH:30].[CH:31]([OH:32])=[O:33].[OH2:34]>>[CH3:1][C:2]1([C:9]([Cl:10])([Cl:11])[Cl:12])[CH2:3][CH2:4][C:5]2([CH2:6][CH2:7]1)[S:26][CH2:25][CH:24]([C:20]([CH3:21])([CH3:22])[CH3:23])[CH2:27][S:28]2. Starting materials: Nc1ccc2ncnc(Nc3cccc(Br)c3)c2c1, CN1CCN(CC#CC(=O)O)CC1, CN1CCOCC1, CC(C)COC(=O)Cl, C1CCOC1, c1ccncc1. The product is CN1CCN(CC#CC(=O)Nc2ccc3ncnc(Nc4cccc(Br)c4)c3c2)CC1. RXN SMILES: [Br:29][c:30]1[cH:31][c:32]([NH:36][c:37]2[n:38][cH:39][n:40][c:41]3[cH:42][cH:43][c:44]([NH2:47])[cH:45][c:46]23)[cH:33][cH:34][cH:35]1.[CH3:16][N:17]1[CH2:18][CH2:19][N:20]([CH2:23][C:24]#[C:25][C:26](=[O:27])[OH:28])[CH2:21][CH2:22]1.[CH3:9][N:10]1[CH2:11][CH2:12][O:13][CH2:14][CH2:15]1.[Cl:1][C:2]([O:3][CH2:4][CH:5]([CH3:6])[CH3:7])=[O:8].[O:54]1[CH2:55][CH2:56][CH2:57][CH2:58]1.[cH:48]1[cH:49][cH:50][n:51][cH:52][cH:53]1>>[CH3:16][N:17]1[CH2:18][CH2:19][N:20]([CH2:23][C:24]#[C:25][C:26](=[O:28])[NH:47][c:44]2[cH:43][cH:42][c:41]3[n:40][cH:39][n:38][c:37]([NH:36][c:32]4[cH:31][c:30]([Br:29])[cH:35][cH:34][cH:33]4)[c:46]3[cH:45]2)[CH2:21][CH2:22]1. The reactants are C(C1=CC=CC=C1)[C@H]1N(CC[C@@H](C1)N(C(C(F)(F)F)=O)CC1=CC=NC2=CC=CC=C12)CC1=CC(=CC(=C1)C(F)(F)F)C(F)(F)F ((2R*,4S*)-2-benzyl-1-(3,5-bis-(trifluoromethyl)benzyl)-N-(4-quinolylmethyl)-N-trifluoroacetyl-4-piperidinamine), [BH4-].[Na+] (sodium borohydride). Product: C(C1=CC=CC=C1)[C@H]1N(CC[C@@H](C1)NCC1=CC=NC2=CC=CC=C12)CC1=CC(=CC(=C1)C(F)(F)F)C(F)(F)F ((2R*,4S*)-2-benzyl-1-(3,5-bis-(trifluoromethyl)benzyl)-N-(4-quinolylmethyl)-4-piperidinamine). As a reaction SMILES: [CH2:1]([C@@H:8]1[CH2:13][C@@H:12]([N:14]([CH2:21][C:22]2[C:31]3[C:26](=[CH:27][CH:28]=[CH:29][CH:30]=3)[N:25]=[CH:24][CH:23]=2)C(=O)C(F)(F)F)[CH2:11][CH2:10][N:9]1[CH2:32][C:33]1[CH:38]=[C:37]([C:39]([F:42])([F:41])[F:40])[CH:36]=[C:35]([C:43]([F:46])([F:45])[F:44])[CH:34]=1)[C:2]1[CH:7]=[CH:6][CH:5]=[CH:4][CH:3]=1.[BH4-].[Na+]>>[CH2:1]([C@@H:8]1[CH2:13][C@@H:12]([NH:14][CH2:21][C:22]2[C:31]3[C:26](=[CH:27][CH:28]=[CH:29][CH:30]=3)[N:25]=[CH:24][CH:23]=2)[CH2:11][CH2:10][N:9]1[CH2:32][C:33]1[CH:38]=[C:37]([C:39]([F:40])([F:41])[F:42])[CH:36]=[C:35]([C:43]([F:46])([F:44])[F:45])[CH:34]=1)[C:2]1[CH:7]=[CH:6][CH:5]=[CH:4][CH:3]=1 |f:1.2|. Reported procedure: 280 mg (28 mmol) of (2R*,4S*)-2-benzyl-1-(3,5-bis-(trifluoromethyl)benzyl)-N-(4-quinolylmethyl)-N-trifluoroacetyl-4-piperidinamine are reacted with 65 mg (1.71 mmol) of sodium borohydride in analogy to Example 2. The title compound ##STR51## is obtained as white foam. TLC: methylene chloride/methanol/conc. ammonia (1000:50:1) Rf =0.35, FD-MS: M+ =557.